From a dataset of the Open Reaction Database (ORD), a public repository of structured organic reaction records. describe an organic reaction: reactants, conditions, products, and yield Starting materials: BrC1=C2CCC(C2=CC=C1)=O (4-bromoindanone), BrC1=C2CC(CC2=CC=C1)C=1NC(NC1)=S (4-(4-bromo-indan-2-yl)-1,3-dihydro-imidazole-2-thione). Yields the product BrC1=C2CCC(C2=CC=C1)CC=1NC(NC1)=S (4-(4-bromo-indan-1-ylmethyl)-1,3-dihydro-imidazole-2-thione). As a reaction SMILES: [Br:1][C:2]1[CH:10]=[CH:9][CH:8]=[C:7]2[C:3]=1[CH2:4][CH2:5][C:6]2=O.BrC1C=CC=C2C=1C[CH:16]([C:22]1[NH:23][C:24](=[S:27])[NH:25][CH:26]=1)C2>>[Br:1][C:2]1[CH:10]=[CH:9][CH:8]=[C:7]2[C:3]=1[CH2:4][CH2:5][CH:6]2[CH2:16][C:22]1[NH:23][C:24](=[S:27])[NH:25][CH:26]=1. Procedure details: Use of 4-bromoindanone (obtained by the procedures in Example NINETEEN-1 (Compound 149) in Method TWENTYFOUR produced 4-(4-bromo-indan-1-ylmethyl)-1,3-dihydro-imidazole-2-thione (Compound 167). The reactants are OCCCBr, Cc1ccccc1, CCCCCC, COC(=O)Cc1cccc(O)c1, c1ccc(P(c2ccccc2)c2ccccc2)cc1. The product is COC(=O)Cc1cccc(OCCCBr)c1. Reaction SMILES: [Br:13][CH2:14][CH2:15][CH2:16][OH:17].[CH3:37][c:38]1[cH:39][cH:40][cH:41][cH:42][cH:43]1.[CH3:44][CH2:45][CH2:46][CH2:47][CH2:48][CH3:49].[OH:1][c:2]1[cH:3][c:4]([CH2:8][C:9](=[O:10])[O:11][CH3:12])[cH:5][cH:6][cH:7]1.[c:18]1([P:19]([c:20]2[cH:21][cH:22][cH:23][cH:24][cH:25]2)[c:26]2[cH:27][cH:28][cH:29][cH:30][cH:31]2)[cH:32][cH:33][cH:34][cH:35][cH:36]1>>[O:1]([c:2]1[cH:3][c:4]([CH2:8][C:9](=[O:10])[O:11][CH3:12])[cH:5][cH:6][cH:7]1)[CH2:16][CH2:15][CH2:14][Br:13].